From a dataset of the Open Reaction Database (ORD), a public repository of structured organic reaction records. describe an organic reaction: reactants, conditions, products, and yield Starting materials: O=c1ccn(CCO)c(C(O)c2ccc(Cl)cc2)c1OCc1ccccc1, CCOC(C)=O, Cl, [Na+], [OH-]. The product is O=c1ccn(CCO)c(C(O)c2ccc(Cl)cc2)c1O. RXN SMILES: [CH2:2]([c:3]1[cH:4][cH:5][cH:6][cH:7][cH:8]1)[O:9][c:10]1[c:11]([CH:20]([c:21]2[cH:22][cH:23][c:24]([Cl:27])[cH:25][cH:26]2)[OH:28])[n:12]([CH2:17][CH2:18][OH:19])[cH:13][cH:14][c:15]1=[O:16].[CH3:31][CH2:32][O:33][C:34](=[O:35])[CH3:36].[ClH:1].[Na+:30].[OH-:29]>>[OH:9][c:10]1[c:11]([CH:20]([c:21]2[cH:22][cH:23][c:24]([Cl:27])[cH:25][cH:26]2)[OH:28])[n:12]([CH2:17][CH2:18][OH:19])[cH:13][cH:14][c:15]1=[O:16]. Reactants: CO, CCO, N, CC(=NO)c1ccc2ncccc2c1. The product is CC(N)c1ccc2ncccc2c1. Reaction SMILES: [CH3:15][OH:16].[CH3:18][CH2:19][OH:20].[NH3:17].[n:1]1[cH:2][cH:3][cH:4][c:5]2[cH:6][c:7]([C:11]([CH3:12])=[N:13][OH:14])[cH:8][cH:9][c:10]12>>[n:1]1[cH:2][cH:3][cH:4][c:5]2[cH:6][c:7]([CH:11]([CH3:12])[NH2:13])[cH:8][cH:9][c:10]12.